From a dataset of the Open Reaction Database (ORD), a public repository of structured organic reaction records. describe an organic reaction: reactants, conditions, products, and yield The reactants are TEA, CCN=C=NCCCN(C)C (EDCI), C=1C=CC2=C(C1)N=NN2O (HOBT), C1(CC1)N1C=C(C2=C(C=C(C=C12)C(=O)O)OCC)C (1-cyclopropyl-4-ethoxy-3-methyl-1H-indole-6-carboxylic acid), Cl.Cl.O=C1CC2(CCNCC2)OC2=CC=C(C=C12)C=1C=NC=C(C(=O)OC)C1 (methyl 5-(4-oxospiro[chroman-2,4′-piperidin]-6-yl)nicotinate dihydrochloride). Solvent: CN(C)C=O (DMF). Conditions: time 5 hour. The product is methyl ester, C1(CC1)N1C=C(C2=C(C=C(C=C12)C(=O)N1CCC2(CC1)OC1=CC=C(C=C1C(C2)=O)C=2C=NC=C(C(=O)O)C2)OCC)C (5-{1′-[(1-cyclopropyl-4-ethoxy-3-methyl-1H-indol-6-yl)carbonyl]-4-oxospiro[chroman-2,4′-piperidin]-6-yl}nicotinic acid). Reaction SMILES: CCN=C=NCCCN(C)C.C1C=CC2N(O)N=NC=2C=1.[CH:22]1([N:25]2[C:33]3[C:28](=[C:29]([O:37][CH2:38][CH3:39])[CH:30]=[C:31]([C:34]([OH:36])=O)[CH:32]=3)[C:27]([CH3:40])=[CH:26]2)[CH2:24][CH2:23]1.Cl.Cl.[O:43]=[C:44]1[C:58]2[C:53](=[CH:54][CH:55]=[C:56]([C:59]3[CH:60]=[N:61][CH:62]=[C:63]([CH:68]=3)[C:64]([O:66]C)=[O:65])[CH:57]=2)[O:52][C:46]2([CH2:51][CH2:50][NH:49][CH2:48][CH2:47]2)[CH2:45]1>CN(C=O)C>[CH:22]1([N:25]2[C:33]3[C:28](=[C:29]([O:37][CH2:38][CH3:39])[CH:30]=[C:31]([C:34]([N:49]4[CH2:50][CH2:51][C:46]5([CH2:45][C:44](=[O:43])[C:58]6[C:53](=[CH:54][CH:55]=[C:56]([C:59]7[CH:60]=[N:61][CH:62]=[C:63]([CH:68]=7)[C:64]([OH:66])=[O:65])[CH:57]=6)[O:52]5)[CH2:47][CH2:48]4)=[O:36])[CH:32]=3)[C:27]([CH3:40])=[CH:26]2)[CH2:23][CH2:24]1 |f:3.4.5|. Procedure details: TEA (162 mg) was added to a mixture of EDCI (92 mg), HOBT (73.5 mg), 1-cyclopropyl-4-ethoxy-3-methyl-1H-indole-6-carboxylic acid (104 mg), and methyl 5-(4-oxospiro[chroman-2,4′-piperidin]-6-yl)nicotinate dihydrochloride (170 mg) and DMF (3 ml), and the mixture was stirred at r.t. for 5 hours. The mixture was evaporated and purified through SiO2 column chromatography (eluted with Hex-EtOAc, then MeOH—CHCl3) to give methyl ester of the title compound as a pale yellow solid. 1 ml of 1N NaOHaq was a... Reactants: C(C)OC(CC(C)=O)=O (3-Oxobutanoic acid ethyl ester), BrN1C(CCC1=O)=O (N-bromosuccinimide). The reagents and catalysts are C1(=CC=C(C=C1)S(=O)(=O)O)C (p-toluenesulfonic acid). Solvent: C(Cl)Cl (methylene chloride). Conditions: temperature 0 celsius, time 3 hour. The product is BrC(C(=O)OCC)C(C)=O (Ethyl 2-bromo-3-oxobutanoate). The yield is 57.4%. Reaction SMILES: [CH2:1]([O:3][C:4](=[O:9])[CH2:5][C:6](=[O:8])[CH3:7])[CH3:2].[Br:10]N1C(=O)CCC1=O>C(Cl)Cl.C1(C)C=CC(S(O)(=O)=O)=CC=1>[Br:10][CH:5]([C:6](=[O:8])[CH3:7])[C:4]([O:3][CH2:1][CH3:2])=[O:9]. Procedure details: 3-Oxobutanoic acid ethyl ester (1.26 mL, 10.0 mmol) was added dropwise to a suspension of N-bromosuccinimide (1.78 g, 10.0 mmol) and p-toluenesulfonic acid (10.0 mg, 0.0581 mmol) in methylene chloride (30.0 mL) at 0° C., and the resultant reaction mixture was stirred at 0° C. for 3 h, then warmed to RT and stirred at that temperature for 1 h. The reaction mixture was concentrated in vacuo and the resultant oily solid was treated with hexanes and the resultant suspension was filtered. The solid w... Reactants: COC(=O)C=1CN(CCC1OS(=O)(=O)C(F)(F)F)C(=O)OC(C)(C)C (4-trifluoromethanesulfonyloxy-5,6-dihydro-2H-pyridine-1,3-dicarboxylic acid 1-tert-butyl ester 3-methyl ester), ClC1=C(C(=CC=C1F)F)C1=NOC(=C1)COC1=NC=C(C=C1)B1OC(C(O1)(C)C)(C)C (2-[3-(2-chloro-3,6-difluoro-phenyl)-isoxazol-5-ylmethoxy]-5-(4,4,5,5-tetramethyl-[1,3,2]dioxaborolan-2-yl)-pyridine), C(=O)([O-])[O-].[Na+].[Na+] (Na2CO3). Reagents/catalysts: C=1C=CC(=CC1)[P](C=2C=CC=CC2)(C=3C=CC=CC3)[Pd]([P](C=4C=CC=CC4)(C=5C=CC=CC5)C=6C=CC=CC6)([P](C=7C=CC=CC7)(C=8C=CC=CC8)C=9C=CC=CC9)[P](C=1C=CC=CC1)(C=1C=CC=CC1)C=1C=CC=CC1 (Pd(PPh3)4). Solvent: COCCOC (DME), CCOC(=O)C (EtOAc). Conditions: temperature 80 celsius, time 1 hour. Product: COC(=O)C=1CN(CCC1C=1C=NC(=CC1)OCC1=CC(=NO1)C1=C(C(=CC=C1F)F)Cl)C(=O)OC(C)(C)C (6-[3-(2-Chloro-3,6-difluoro-phenyl)-isoxazol-5-ylmethoxy]-5′,6′-dihydro-2′H-[3,4′]bipyridinyl-1′,3′-dicarboxylic Acid 1′-tert-butyl Ester 3′-methyl Ester). Isolated yield 53.3%. RXN SMILES: [CH3:1][O:2][C:3]([C:5]1[CH2:6][N:7]([C:19]([O:21][C:22]([CH3:25])([CH3:24])[CH3:23])=[O:20])[CH2:8][CH2:9][C:10]=1OS(C(F)(F)F)(=O)=O)=[O:4].[Cl:26][C:27]1[C:32]([F:33])=[CH:31][CH:30]=[C:29]([F:34])[C:28]=1[C:35]1[CH:39]=[C:38]([CH2:40][O:41][C:42]2[CH:47]=[CH:46][C:45](B3OC(C)(C)C(C)(C)O3)=[CH:44][N:43]=2)[O:37][N:36]=1.C([O-])([O-])=O.[Na+].[Na+]>COCCOC.CCOC(C)=O.C1C=CC([P]([Pd]([P](C2C=CC=CC=2)(C2C=CC=CC=2)C2C=CC=CC=2)([P](C2C=CC=CC=2)(C2C=CC=CC=2)C2C=CC=CC=2)[P](C2C=CC=CC=2)(C2C=CC=CC=2)C2C=CC=CC=2)(C2C=CC=CC=2)C2C=CC=CC=2)=CC=1>[CH3:1][O:2][C:3]([C:5]1[CH2:6][N:7]([C:19]([O:21][C:22]([CH3:23])([CH3:24])[CH3:25])=[O:20])[CH2:8][CH2:9][C:10]=1[C:45]1[CH:44]=[N:43][C:42]([O:41][CH2:40][C:38]2[O:37][N:36]=[C:35]([C:28]3[C:29]([F:34])=[CH:30][CH:31]=[C:32]([F:33])[C:27]=3[Cl:26])[CH:39]=2)=[CH:47][CH:46]=1)=[O:4] |f:2.3.4,^1:78,80,99,118|. Reported procedure: A mixture of 4-trifluoromethanesulfonyloxy-5,6-dihydro-2H-pyridine-1,3-dicarboxylic acid 1-tert-butyl ester 3-methyl ester (WO 2004/002957; 6.04 g, 15.5 mmol), 2-[3-(2-chloro-3,6-difluoro-phenyl)-isoxazol-5-ylmethoxy]-5-(4,4,5,5-tetramethyl-[1,3,2]dioxaborolan-2-yl)-pyridine (9.28 g, 20.7 mmol) and aq. 2M Na2CO3 (93.1 mL, 186 mmol) in DME (150 mL) was prepared, and Pd(PPh3)4 (1.00 g, 0.866 mmol) was added in portions. The mixture was heated to 80° C., and stirred at this temperature for 1 h. The... Reactants: OC1=C2CCC(NC2=CC=C1)=O (5-hydroxy-3,4-dihydrocarbostyril), [I-].[K+] (potassium iodide), CN(C(CCCCl)=O)C1CCCCC1 (N-methyl-N-(4-chlorobutyryl)cyclohexylamine), [Na+].[Cl-] (NaCl). Run in O1CCOCC1 (dioxane), N1=CC=CC=C1 (pyridine). Yields the product CN(C(=O)CCCOC1=C2CCC(NC2=CC=C1)=O)C1CCCCC1 (5-[3-(N-methyl-N-cyclohexylaminocarbonyl)propoxy]-3,4-dihydrocarbostyril). As a reaction SMILES: [OH:1][C:2]1[CH:11]=[CH:10][CH:9]=[C:8]2[C:3]=1[CH2:4][CH2:5][C:6](=[O:12])[NH:7]2.[I-].[K+].[CH3:15][N:16]([CH:23]1[CH2:28][CH2:27][CH2:26][CH2:25][CH2:24]1)[C:17](=[O:22])[CH2:18][CH2:19][CH2:20]Cl.[Na+].[Cl-]>O1CCOCC1.N1C=CC=CC=1>[CH3:15][N:16]([CH:23]1[CH2:28][CH2:27][CH2:26][CH2:25][CH2:24]1)[C:17]([CH2:18][CH2:19][CH2:20][O:1][C:2]1[CH:11]=[CH:10][CH:9]=[C:8]2[C:3]=1[CH2:4][CH2:5][C:6](=[O:12])[NH:7]2)=[O:22] |f:1.2,4.5|. Procedure: 1.6 Grams of 5-hydroxy-3,4-dihydrocarbostyril, 0.8 g of pyridine, 1.8 g of potassium iodide and 2.8 g of N-methyl-N-(4-chlorobutyryl)cyclohexylamine are added to 30 ml of dioxane, and the mixture is refluxed under agitation for 12 hours. After the reaction, the reaction solution is poured into 200 ml of saturated NaCl solution and the precipitated crystals are filtered out. The crude crystals are dissolved in 50 ml of chloroform and the organic layer is washed with 1 N sodium hydroxide (50 ml×2)... Reactants: [Al+3], C1CCOC1, COC(=O)c1nccc2ccccc12, [H-], [H-], [H-], [H-], [Li+]. Yields the product O=Cc1nccc2ccccc12. As a reaction SMILES: [Al+3:16].[CH2:21]1[O:22][CH2:23][CH2:24][CH2:25]1.[CH3:1][O:2][C:3](=[O:4])[c:5]1[n:6][cH:7][cH:8][c:9]2[cH:10][cH:11][cH:12][cH:13][c:14]12.[H-:15].[H-:18].[H-:19].[H-:20].[Li+:17]>>[O:2]=[CH:3][c:5]1[n:6][cH:7][cH:8][c:9]2[cH:10][cH:11][cH:12][cH:13][c:14]12.